This data is from the Open Reaction Database (ORD), a public repository of structured organic reaction records. The task is: describe an organic reaction: reactants, conditions, products, and yield Reactants: N1C=CC=2C(=CC=CC12)C=O (1H-indole-4-carbaldehyde), [H-].[Na+] (sodium hydride), O (Water), CI (Methyl iodide). Solvent: CN(C)C=O (DMF). Run at time 40 minute. Yields the product CN1C=CC=2C(=CC=CC12)C=O (1-methyl-1H-indole-4-carbaldehyde). The yield is 99.6%. As a reaction SMILES: [NH:1]1[C:9]2[CH:8]=[CH:7][CH:6]=[C:5]([CH:10]=[O:11])[C:4]=2[CH:3]=[CH:2]1.[H-].[Na+].[CH3:14]I.O>CN(C=O)C>[CH3:14][N:1]1[C:9]2[CH:8]=[CH:7][CH:6]=[C:5]([CH:10]=[O:11])[C:4]=2[CH:3]=[CH:2]1 |f:1.2|. Procedure: To a solution of 1H-indole-4-carbaldehyde (413 mg, 2.85 mmol) in anhydrous DMF (6.5 mL) was added sodium hydride (171 mg of 60% dispersion in oil, 4.27 mmol). The mixture was stirred for 40 min at room temperature. Methyl iodide (0.36 mL, 5.78 mmol) was then added and the reaction mixture was stirred for 12 h at room temperature. Water was added (25 mL) and the mixture was extracted with ethyl acetate (3×25 mL). Combined organic layers were washed with water (20 mL) and brine (20 mL), dried over... Reactants: C1(CC1)N1C(=C(C(C2=C(C(=C(C(=C12)OC)F)F)[N+](=O)[O-])=O)C(=O)OCC)C1=CC=CC=C1 (ethyl 1-cyclopropyl-6,7-difluoro-1,4-dihydro-8-methoxy-5-nitro-4-oxo-2-phenylquinoline-3-carboxylate). Reagents/catalysts: [Fe] (iron). Run in CC(=O)O (AcOH). Conditions: temperature 90 celsius, time 3 hour. The product is NC1=C2C(C(=C(N(C2=C(C(=C1F)F)OC)C1CC1)C1=CC=CC=C1)C(=O)OCC)=O (ethyl 5-amino-1-cyclopropyl-6,7-difluoro-8-methoxy-4-oxo-2-phenyl-1,4-dihydroquinoline-3-carboxylate). The yield is 102.3%. Reaction SMILES: [CH:1]1([N:4]2[C:13]3[C:8](=[C:9]([N+:18]([O-])=O)[C:10]([F:17])=[C:11]([F:16])[C:12]=3[O:14][CH3:15])[C:7](=[O:21])[C:6]([C:22]([O:24][CH2:25][CH3:26])=[O:23])=[C:5]2[C:27]2[CH:32]=[CH:31][CH:30]=[CH:29][CH:28]=2)[CH2:3][CH2:2]1>CC(O)=O.[Fe]>[NH2:18][C:9]1[C:10]([F:17])=[C:11]([F:16])[C:12]([O:14][CH3:15])=[C:13]2[C:8]=1[C:7](=[O:21])[C:6]([C:22]([O:24][CH2:25][CH3:26])=[O:23])=[C:5]([C:27]1[CH:28]=[CH:29][CH:30]=[CH:31][CH:32]=1)[N:4]2[CH:1]1[CH2:2][CH2:3]1. Procedure: A suspension of ethyl 1-cyclopropyl-6,7-difluoro-1,4-dihydro-8-methoxy-5-nitro-4-oxo-2-phenylquinoline-3-carboxylate (1.05 g, 2.36 mmol) and iron powder (793 mg, 14.2 mmol) in AcOH (25 mL) was stirred at 90° C. for 3 h. After the reaction mixture was concentrated in vacuo, water was added and the crude product was extracted with EtOAc, washed with saturated aq. NaHCO3 and brine, dried over MgSO4. The solvent was removed in vacuo and the residue was dried to yield ethyl 5-amino-1-cyclopropyl-6,7-... Reactants: CN1N=C(C=C1C(F)(F)F)OS(=O)(=O)C1=CC=C(C=C1)C (toluene-4-sulfonic acid 1-methyl-5-trifluoromethyl-1H-pyrazol-3-yl ester), C(CCC#C)C1=CC=CC=C1 (pent-4-ynyl-benzene). The solvent is CCCCCCC.C(Cl)Cl (heptane DCM). Yields the product CN1N=C(C=C1C(F)(F)F)C#CCCCC1=CC=CC=C1 (1-Methyl-3-(5-phenyl-pent-1-ynyl)-5-trifluoromethyl-1H-pyrazole). As a reaction SMILES: [CH3:1][N:2]1[C:6]([C:7]([F:10])([F:9])[F:8])=[CH:5][C:4](OS(C2C=CC(C)=CC=2)(=O)=O)=[N:3]1.[CH2:22]([C:27]1[CH:32]=[CH:31][CH:30]=[CH:29][CH:28]=1)[CH2:23][CH2:24][C:25]#[CH:26]>CCCCCCC.C(Cl)Cl>[CH3:1][N:2]1[C:6]([C:7]([F:8])([F:9])[F:10])=[CH:5][C:4]([C:26]#[C:25][CH2:24][CH2:23][CH2:22][C:27]2[CH:32]=[CH:31][CH:30]=[CH:29][CH:28]=2)=[N:3]1 |f:2.3|. Procedure: This product was prepared from toluene-4-sulfonic acid 1-methyl-5-trifluoromethyl-1H-pyrazol-3-yl ester and pent-4-ynyl-benzene following the general procedure for the Sonogashira cross-coupling reaction described above. Chromatography eluent: heptane/DCM 7:3; yield (86 mg, 60%); 1H NMR δ (CDCl3): 7.31-7.25 (m, 2H), 7.22-7.16 (m, 3H), 6.64 (s, 1H), 3.98 (s, 3H), 2.78 (t, J=7.44 Hz, 2H), 2.42 (t, J=7.04 Hz, 2H), 1.95 (p, J=7.33 Hz, 2H); LCMS m/z: 292. Reactants: CCOC(=O)c1ccc(OCc2c(-c3ccccc3)noc2C)nn1, CCO, [Na+], [Na+], [Na+], O=C([O-])[O-], [OH-]. Yields the product Cc1onc(-c2ccccc2)c1COc1ccc(C(=O)O)nn1. As a reaction SMILES: [CH2:1]([CH3:2])[O:3][C:4](=[O:5])[c:6]1[n:7][n:8][c:9]([O:12][CH2:13][c:14]2[c:15](-[c:20]3[cH:21][cH:22][cH:23][cH:24][cH:25]3)[n:16][o:17][c:18]2[CH3:19])[cH:10][cH:11]1.[CH3:34][CH2:35][OH:36].[Na+:27].[Na+:28].[Na+:29].[O-:30][C:31](=[O:32])[O-:33].[OH-:26]>>[O:3]=[C:4]([OH:5])[c:6]1[n:7][n:8][c:9]([O:12][CH2:13][c:14]2[c:15](-[c:20]3[cH:21][cH:22][cH:23][cH:24][cH:25]3)[n:16][o:17][c:18]2[CH3:19])[cH:10][cH:11]1. The reactants are N#Cc1c(CBr)cccc1[N+](=O)[O-], O=C([O-])[O-], CN(C)C=O, Oc1ccc(F)cc1F, [K+], [K+], O, c1ccncc1. The product is N#Cc1c(COc2ccc(F)cc2F)cccc1[N+](=O)[O-]. RXN SMILES: [Br:16][CH2:17][c:18]1[c:19]([C:20]#[N:21])[c:22]([N+:26](=[O:27])[O-:28])[cH:23][cH:24][cH:25]1.[C:10](=[O:11])([O-:12])[O-:13].[CH3:29][N:30]([CH3:31])[CH:32]=[O:33].[F:1][c:2]1[c:3]([OH:9])[cH:4][cH:5][c:6]([F:8])[cH:7]1.[K+:14].[K+:15].[OH2:40].[cH:34]1[cH:35][cH:36][n:37][cH:38][cH:39]1>>[F:1][c:2]1[c:3]([O:9][CH2:17][c:18]2[c:19]([C:20]#[N:21])[c:22]([N+:26](=[O:27])[O-:28])[cH:23][cH:24][cH:25]2)[cH:4][cH:5][c:6]([F:8])[cH:7]1.